Task: describe an organic reaction: reactants, conditions, products, and yield. Dataset: the Open Reaction Database (ORD), a public repository of structured organic reaction records Reactants: C(C1=CC=CC=C1)Br (Benzylbromide), [H-].[Na+] (sodium hydride), BrC1=CC=C(C=C1)[C@@H]1NCCNC1 ((2S)-2-(4-bromophenyl)piperazine). Run in O1CCCC1 (tetrahydrofuran). Conditions: time 1 hour. Product: C(C1=CC=CC=C1)N1[C@H](CN(CC1)CC1=CC=CC=C1)C1=CC=C(C=C1)Br ((2S)-1,4-Dibenzyl-2-(4-bromophenyl)piperazine). Isolated yield 64.0%. Reaction SMILES: [CH2:1](Br)[C:2]1[CH:7]=[CH:6][CH:5]=[CH:4][CH:3]=1.[H-].[Na+].[Br:11][C:12]1[CH:17]=[CH:16][C:15]([C@H:18]2[CH2:23][NH:22][CH2:21][CH2:20][NH:19]2)=[CH:14][CH:13]=1>O1CCCC1>[CH2:1]([N:19]1[CH2:20][CH2:21][N:22]([CH2:1][C:2]2[CH:7]=[CH:6][CH:5]=[CH:4][CH:3]=2)[CH2:23][C@@H:18]1[C:15]1[CH:14]=[CH:13][C:12]([Br:11])=[CH:17][CH:16]=1)[C:2]1[CH:7]=[CH:6][CH:5]=[CH:4][CH:3]=1 |f:1.2|. Reported procedure: Hydrogen chloride in ethyl acetate solution (4N) was added to a solution of di-tert-butyl (2S)-2-(4-bromophenyl)piperazine-1,4-dicarboxylate (10 g, 22.7 mmol) in methanol (50 ml). The mixture was stirred for one hour at room temperature and the solvent was evaporated under reduced pressure to give white solid. The mixture was partitioned between saturated aqueous sodium bicarbonate and chloroform. The organic layer was washed with brine, dried over magnesium sulfate and concentrated in vacuo to ...